Dataset: the Open Reaction Database (ORD), a public repository of structured organic reaction records. Task: describe an organic reaction: reactants, conditions, products, and yield The reactants are CN(C)CC(COC1=C(C=CC=C1)CCCC1=CC=CC=C1)O (3-(N,N-dimethylamino)-1-[2-(3-phenylpropyl)phenoxy]-2-propanol), Cl (hydrogen chloride). Run in C(C)(=O)OCC (ethyl acetate), solution, O1CCOCC1 (dioxane). Yields the product Cl.CN(C)CC(COC1=C(C=CC=C1)CCCC1=CC=CC=C1)O (3-(N,N-Dimethylamino)-1-[2-(3-phenylpropyl)phenoxy]-2-propanol hydrochloride). RXN SMILES: [CH3:1][N:2]([CH2:4][CH:5]([OH:23])[CH2:6][O:7][C:8]1[CH:13]=[CH:12][CH:11]=[CH:10][C:9]=1[CH2:14][CH2:15][CH2:16][C:17]1[CH:22]=[CH:21][CH:20]=[CH:19][CH:18]=1)[CH3:3].[ClH:24]>C(OCC)(=O)C.O1CCOCC1>[ClH:24].[CH3:1][N:2]([CH2:4][CH:5]([OH:23])[CH2:6][O:7][C:8]1[CH:13]=[CH:12][CH:11]=[CH:10][C:9]=1[CH2:14][CH2:15][CH2:16][C:17]1[CH:22]=[CH:21][CH:20]=[CH:19][CH:18]=1)[CH3:3] |f:4.5|. Procedure: 0.30 g of 3-(N,N-dimethylamino)-1-[2-(3-phenylpropyl)phenoxy]-2-propanol [prepared as described in step (b) above] was dissolved in a small amount of ethyl acetate, and 0.48 ml of a 4N solution of hydrogen chloride in dioxane was added to the solution, which was then concentrated by distillation under reduced pressure. Pentane was added to the resulting concentrate, and the mixture was shaken and then concentrated by distillation under reduced pressure. This operation was repeated twice and the ... Starting materials: CC(C)(C)OC(=O)OC(C)(C)C, c1ccc2c(c1)CCN2, C1CCOC1. The product is CC(C)(C)OC(=O)N1CCc2ccccc21. As a reaction SMILES: [C:10]([CH3:11])([CH3:12])([CH3:13])[O:14][C:15]([O:16][C:18]([CH3:19])([CH3:20])[CH3:21])=[O:17].[CH2:1]1[CH2:2][c:3]2[cH:4][cH:5][cH:6][cH:7][c:8]2[NH:9]1.[O:22]1[CH2:23][CH2:24][CH2:25][CH2:26]1>>[CH2:1]1[CH2:2][c:3]2[cH:4][cH:5][cH:6][cH:7][c:8]2[N:9]1[C:15]([O:14][C:10]([CH3:11])([CH3:12])[CH3:13])=[O:16]. The reactants are ClC1=CC=C(C=C1)C(C1=C(C=C(C=C1)NN=C(C(=O)NC(OCC)=O)C#N)OC)C#N (ethyl [2-[[4-[(4-chlorophenyl)cyanomethyl]-3-methoxyphenyl]hydrazono]-2-cyanoacetyl]carbamate), C(C)(=O)[O-].[K+] (potassium acetate). The solvent is C(C)(=O)O (acetic acid). Reaction conditions: time 2 hour. The product is ClC1=CC=C(C=C1)C(C1=C(C=C(C=C1)N1N=C(C(NC1=O)=O)C#N)OC)C#N (2-[4-[(4-chlorophenyl)cyanomethyl]-3-methoxyphenyl]-2,3,4,5-tetrahydro-3,5-dioxo-1,2,4-triazine-6-carbonitrile). RXN SMILES: [Cl:1][C:2]1[CH:7]=[CH:6][C:5]([CH:8]([C:30]#[N:31])[C:9]2[CH:14]=[CH:13][C:12]([NH:15][N:16]=[C:17]([C:26]#[N:27])[C:18]([NH:20][C:21](=O)[O:22]CC)=[O:19])=[CH:11][C:10]=2[O:28][CH3:29])=[CH:4][CH:3]=1.C([O-])(=O)C.[K+]>C(O)(=O)C>[Cl:1][C:2]1[CH:7]=[CH:6][C:5]([CH:8]([C:30]#[N:31])[C:9]2[CH:14]=[CH:13][C:12]([N:15]3[C:21](=[O:22])[NH:20][C:18](=[O:19])[C:17]([C:26]#[N:27])=[N:16]3)=[CH:11][C:10]=2[O:28][CH3:29])=[CH:4][CH:3]=1 |f:1.2|. Procedure: A mixture of 8.3 parts of ethyl [2-[[4-[(4-chlorophenyl)cyanomethyl]-3-methoxyphenyl]hydrazono]-2-cyanoacetyl]carbamate, 1.77 parts of anhydrous potassium acetate and 100 parts of acetic acid is stirred for 2 hours at reflux temperature. The reaction mixture is evaporated in vacuo. The residue is stirred in water. The product is filtered off and dissolved in trichloromethane. The organic layer is dried, filtered and evaporated. The residue is purified by column chromatography over silica gel usi... Reactants: C1(\C=C/C(=O)O1)=O (maleic anhydride), C([O-])([O-])=O.[Na+].[Na+] (sodium carbonate). Reported procedure: One mole of maleic anhydride is dissolved in 1000 ml methanol and 0.5 mole of sodium carbonate is added. The solution is filtered and the methanol is distilled off under pressure. After drying the product in a vacuum oven, 152 g of sodium methyl maleate is obtained. The product is C(\C=C/C(=O)[O-])(=O)OC.[Na+] (sodium methyl maleate). Reaction SMILES: [C:1]1(=[O:7])[O:6][C:4](=[O:5])[CH:3]=[CH:2]1.[C:8](=O)([O-])[O-:9].[Na+:12].[Na+]>CO>[C:4]([O:9][CH3:8])(=[O:5])/[CH:3]=[CH:2]\[C:1]([O-:6])=[O:7].[Na+:12] |f:1.2.3,5.6|. The yield is 199.9%. Solvent: CO (methanol). Product: C(C)OC(=O)N1CCN(CC1)CCC1=CC=C(C=C1)F (1-(ethoxycarbonyl)-4-(2-[4-fluorophenyl]ethyl)piperazine). The reactants are C(C)OC(=O)N1CCNCC1 (1-(ethoxycarbonyl)piperazine), FC1=CC=C(C=C1)CCBr (2-(4-fluorophenyl)ethyl bromide). Solvent: O (water). Reaction conditions: temperature 100 celsius, time 8 hour. As a reaction SMILES: [CH2:1]([O:3][C:4]([N:6]1[CH2:11][CH2:10][NH:9][CH2:8][CH2:7]1)=[O:5])[CH3:2].[F:12][C:13]1[CH:18]=[CH:17][C:16]([CH2:19][CH2:20]Br)=[CH:15][CH:14]=1>O>[CH2:1]([O:3][C:4]([N:6]1[CH2:7][CH2:8][N:9]([CH2:20][CH2:19][C:16]2[CH:17]=[CH:18][C:13]([F:12])=[CH:14][CH:15]=2)[CH2:10][CH2:11]1)=[O:5])[CH3:2]. Procedure: A mixture of 80 g 1-(ethoxycarbonyl)piperazine and 41 g of 2-(4-fluorophenyl)ethyl bromide is kept at room temperature overnight and then heated to 100° C. for 1 hour. After cooling, it is diluted with 50 ml water and extracted with benzene. The extract is washed with water and then shaken with 5% hydrochloric acid. The separated solid hydrochloride is filtered off, washed with a small quantity of water, decomposed by treatment with aqueous ammonia and the base isolated again by extraction with ... Yield: 90.1%. Procedure: A solution of 1α,3β,24(R)-triethoxycarbonyloxycholest-5-ene (3.49 g, 5.5 m moles), dry hexane (58 ml) and 1,3-dibromo-5,5-dimethylhydantoin (998 mg, 3.3 m moles) was boiled under the irradiation of infrared rays for 15 minutes. The reaction mixture was cooled, and the resulting 5,5-dimethylhydantoin and the excessive 1,3-dibromo-5,5-dimethylhydantoin were removed by filtration. The filtrate was concentrated at reduced pressure to afford a residual product. Xylene was added to this substance to f... Starting materials: C(C)OC(=O)O[C@H]1C[C@@H](CC2=CC[C@H]3[C@@H]4CC[C@H]([C@@H](CC[C@H](C(C)C)OC(=O)OCC)C)[C@]4(CC[C@@H]3[C@@]12C)C)OC(=O)OCC (1α,3β,24(R)-triethoxycarbonyloxycholest-5-ene), CCCCCC (hexane), BrN1C(=O)N(C(=O)C1(C)C)Br (1,3-dibromo-5,5-dimethylhydantoin), CC1=CC(=NC(=C1)C)C (s-collidine). Reaction SMILES: [CH2:1]([O:3][C:4]([O:6][C@@H:7]1[C@@:37]2([CH3:38])[C:11](=[CH:12][CH2:13][C@@H:14]3[C@@H:36]2[CH2:35][CH2:34][C@@:33]2([CH3:39])[C@H:15]3[CH2:16][CH2:17][C@@H:18]2[C@H:19]([CH3:32])[CH2:20][CH2:21][C@@H:22]([O:26][C:27]([O:29][CH2:30][CH3:31])=[O:28])[CH:23]([CH3:25])[CH3:24])[CH2:10][C@@H:9]([O:40][C:41]([O:43][CH2:44][CH3:45])=[O:42])[CH2:8]1)=[O:5])[CH3:2].CCCCCC.BrN1C(C)(C)C(=O)N(Br)C1=O.CC1C=C(C)N=C(C)C=1>C1(C)C(C)=CC=CC=1.C(OC(=O)C)C>[CH2:1]([O:3][C:4]([O:6][C@@H:7]1[C@@:37]2([CH3:38])[C:11](=[CH:12][CH:13]=[C:14]3[C@@H:36]2[CH2:35][CH2:34][C@@:33]2([CH3:39])[C@H:15]3[CH2:16][CH2:17][C@@H:18]2[C@H:19]([CH3:32])[CH2:20][CH2:21][C@@H:22]([O:26][C:27]([O:29][CH2:30][CH3:31])=[O:28])[CH:23]([CH3:25])[CH3:24])[CH2:10][C@@H:9]([O:40][C:41]([O:43][CH2:44][CH3:45])=[O:42])[CH2:8]1)=[O:5])[CH3:2]. The solvent is C=1(C(=CC=CC1)C)C (Xylene), C=1(C(=CC=CC1)C)C (xylene), C(C)OC(C)=O (ethylacetate). Conditions: time 20 minute. The yield is 105.8%. Product: C(C)OC(=O)O[C@H]1C[C@@H](CC2=CC=C3[C@@H]4CC[C@H]([C@@H](CC[C@H](C(C)C)OC(=O)OCC)C)[C@]4(CC[C@@H]3[C@@]12C)C)OC(=O)OCC (1α,3β,24(R)-triethoxycarbonyloxycholesta-5,7-diene).